From a dataset of the Open Reaction Database (ORD), a public repository of structured organic reaction records. describe an organic reaction: reactants, conditions, products, and yield Starting materials: ClC(C(OC)=N)(Cl)Cl (Methyl 2,2,2-trichloroethanimidoate), ClC1=C(C=C(C=C1)NC1=NC=CC=C1N)F (N2-(4-chloro-3-fluorophenyl)pyridine-2,3-diamine). Solvent: C(C)(=O)O (acetic acid). Run at time 5 hour. Product: ClC1=C(C=C(C=C1)N1C(=NC=2C1=NC=CC2)C(Cl)(Cl)Cl)F (3-(4-chloro-3-fluorophenyl)-2-(trichloromethyl)-3H-imidazo[4,5-b]pyridine). RXN SMILES: [Cl:1][C:2]([Cl:8])([Cl:7])[C:3](=N)OC.[Cl:9][C:10]1[CH:15]=[CH:14][C:13]([NH:16][C:17]2[C:22]([NH2:23])=[CH:21][CH:20]=[CH:19][N:18]=2)=[CH:12][C:11]=1[F:24]>C(O)(=O)C>[Cl:9][C:10]1[CH:15]=[CH:14][C:13]([N:16]2[C:17]3=[N:18][CH:19]=[CH:20][CH:21]=[C:22]3[N:23]=[C:3]2[C:2]([Cl:8])([Cl:7])[Cl:1])=[CH:12][C:11]=1[F:24]. Procedure: Methyl 2,2,2-trichloroethanimidoate (0.743 mL, 6.00 mmol) was added to a solution of N2-(4-chloro-3-fluorophenyl)pyridine-2,3-diamine (C12) (951 mg, 4.00 mmol) in acetic acid (4 mL), and the reaction mixture was stirred at room temperature for 5 hours. After concentration in vacuo, the residue was purified via chromatography on silica gel (Gradient: 5% to 100% ethyl acetate in heptane) to afford the product as a white solid. Yield: 1.04 g, 2.85 mmol, 71%. LCMS m/z 366.0 [M+H]+. 1H NMR (400 MHz, ... Starting materials: C(CC(=O)C)(=O)OCC (ethyl acetoacetate), C(C(=O)O)(=O)O.NN (hydrazine oxalate), C1(CC1)C1=C(C=NN1C(C)C)C=O (5-cyclopropyl-1-isopropyl-1H-pyrazole-4-carbaldehyde). Product: C1(CC1)N1N=CC(=C1C)C=O (1-Cyclopropyl-5-methyl-1H-pyrazole-4-carbaldehyde). Reaction SMILES: C(OCC)(=O)CC(C)=O.C(O)(=O)C(O)=O.NN.[CH:18]1([C:21]2[N:25]([CH:26]([CH3:28])[CH3:27])[N:24]=[CH:23][C:22]=2[CH:29]=[O:30])CC1>>[CH:26]1([N:25]2[C:21]([CH3:18])=[C:22]([CH:29]=[O:30])[CH:23]=[N:24]2)[CH2:27][CH2:28]1 |f:1.2|. Procedure: 1-Cyclopropyl-5-methyl-1H-pyrazole-4-carbaldehyde was prepared with ethyl acetoacetate and cylclopropyl hydrazine oxalate (Gever, G. and Hayes, K. J. Org. Chem, 1949, 14, 813–818) in the same manner as 5-cyclopropyl-1-isopropyl-1H-pyrazole-4-carbaldehyde (Example 49). Reactants: Cl.CN(CCCN=C=NCC)C (1-(3-dimethylaminopropyl)-3-ethylcarbodiimide hydrochloride), C(C)(C)(C)OC(=O)N(CCC1=C(NC2=CC=C(C=C12)C(=O)O)C1=CC(=CC(=C1)C)C)CCCCC1=CC=NC=C1 (3-{2-[tert-butoxycarbonyl-(4-pyridin-4-yl-butyl)amino]ethyl}-2-(3,5-dimethylphenyl)-1H-indole-5-carboxylic acid), ON1N=NC2=C1C=CC=C2 (1-hydroxybenzotriazole), ON1N=NC2=C1C=CC=C2 (HOBt), CN1CCOCC1 (4-methylmorpholine), Cl.CNOC (N,O-dimethylhydroxylamine hydrochloride), Cl.CN(CCCN=C=NCC)C (EDC), Cl.CNOC (N,O-dimethylhydroxylamine hydrochloride). Conditions: time 15 minute. Product: C(C)(C)(C)OC(N(CCCCC1=CC=NC=C1)CCC1=C(NC2=CC=C(C=C12)C(NCOC)=O)C1=CC(=CC(=C1)C)C)=O ({2-[2-(3,5-dimethylphenyl)-5-(methoxymethylcarbamoyl)-1H-indol-3-yl]-ethyl}(4-pyridin-4-yl-butyl)carbamic acid tert-butyl ester). The yield is 90.1%. Reaction SMILES: [C:1]([O:5][C:6]([N:8]([CH2:31][CH2:32][CH2:33][CH2:34][C:35]1[CH:40]=[CH:39][N:38]=[CH:37][CH:36]=1)[CH2:9][CH2:10][C:11]1[C:19]2[C:14](=[CH:15][CH:16]=[C:17]([C:20](O)=[O:21])[CH:18]=2)[NH:13][C:12]=1[C:23]1[CH:28]=[C:27]([CH3:29])[CH:26]=[C:25]([CH3:30])[CH:24]=1)=[O:7])([CH3:4])([CH3:3])[CH3:2].O[N:42]1[C:46]2C=CC=CC=2N=N1.Cl.CN[O:54][CH3:55].Cl.CN(C)CCCN=C=NCC.CN1CCOCC1>>[C:1]([O:5][C:6](=[O:7])[N:8]([CH2:9][CH2:10][C:11]1[C:19]2[C:14](=[CH:15][CH:16]=[C:17]([C:20](=[O:21])[NH:42][CH2:46][O:54][CH3:55])[CH:18]=2)[NH:13][C:12]=1[C:23]1[CH:28]=[C:27]([CH3:29])[CH:26]=[C:25]([CH3:30])[CH:24]=1)[CH2:31][CH2:32][CH2:33][CH2:34][C:35]1[CH:40]=[CH:39][N:38]=[CH:37][CH:36]=1)([CH3:3])([CH3:4])[CH3:2] |f:2.3,4.5|. Procedure: To a solution of 3-{2-[tert-butoxycarbonyl-(4-pyridin-4-yl-butyl)amino]ethyl}-2-(3,5-dimethylphenyl)-1H-indole-5-carboxylic acid (1.44 g in 25 mL N,N-dimethylformamide) at 0° C. was added 540 mg of 1-hydroxybenzotriazole (HOBt) followed by 0.44 mL 4-methylnorpholine and 365 mg N,O-dimethylhydroxylamine hydrochloride. After 15 minutes, 815 mg 1-(3-dimethylaminopropyl)-3-ethylcarbodiimide hydrochloride (EDC) was added and the mixture allowed to warm to room temperature. After 3 days reaction time,... Reactants: O=C([O-])[O-], [K+], [K+], O=N[O-], [Na+], O, O=[N+]([O-])O, CC(C)Cn1c(CO)cnc1S. The product is CC(C)Cn1cncc1CO. RXN SMILES: [C:21](=[O:22])([O-:23])[O-:24].[K+:25].[K+:26].[N:5]([O-:6])=[O:7].[Na+:8].[OH2:27].[OH:1][N+:2](=[O:3])[O-:4].[OH:9][CH2:10][c:11]1[cH:12][n:13][c:14]([SH:20])[n:15]1[CH2:16][CH:17]([CH3:18])[CH3:19]>>[OH:9][CH2:10][c:11]1[cH:12][n:13][cH:14][n:15]1[CH2:16][CH:17]([CH3:18])[CH3:19]. Starting materials: C(C1=CC=CC=C1)OC1=C(C=CC(=C1)I)N1CC(NS1(=O)=O)=O (5-(2-benzyloxy-4-iodophenyl)-1,1-dioxo-1,2,5-thiadiazolidin-3-one), S1C=C(C=C1)B(O)O (thiophene-3-boronic acid), DMSO-d6δ9. Yields the product OC1=C(C=CC(=C1)C1=CSC=C1)N1CC(NS1(=O)=O)=O (5-(2-Hydroxy-4-thiophen-3-yl-phenyl)-1,1-dioxo-1,2,5-thiadiazolidin-3-one). RXN SMILES: C([O:8][C:9]1[CH:14]=[C:13](I)[CH:12]=[CH:11][C:10]=1[N:16]1[S:20](=[O:22])(=[O:21])[NH:19][C:18](=[O:23])[CH2:17]1)C1C=CC=CC=1.[S:24]1[CH:28]=[CH:27][C:26](B(O)O)=[CH:25]1>>[OH:8][C:9]1[CH:14]=[C:13]([C:26]2[CH:27]=[CH:28][S:24][CH:25]=2)[CH:12]=[CH:11][C:10]=1[N:16]1[S:20](=[O:21])(=[O:22])[NH:19][C:18](=[O:23])[CH2:17]1. Procedure details: The title compound is prepared using 5-(2-benzyloxy-4-iodophenyl)-1,1-dioxo-1,2,5-thiadiazolidin-3-one and thiophene-3-boronic acid analogous to Example 272: 1H NMR (DMSO-d6δ9.68 (br s, 1H), 7.75 (m, 1H), 7.61 (m, 1H), 7.43 (m, 1H), 7.38 (m, 1H), 7.15 (m, 2H), 4.32 (s, 2H); (M−1)−=309. Starting materials: C(C)OC(C(C(=O)O)CCCCCC1=CC=C(C=C1)Cl)=O (5-(4-chlorophenyl)pentylmalonic acid ethyl ester), Cl (hydrochloric acid), [OH-].[K+] (potassium hydroxide). Run in O (water), C(C)O (ethanol). Reported procedure: 80 g of 5-(4-chlorophenyl)pentylmalonic acid ethyl ester are boiled under reflux with 45 g of potassium hydroxide in 230 ml of water and 100 ml of ethanol for 5 hours; after cooling, the mixture is adjusted to pH 1-2 with concentrated hydrochloric acid and is extracted 3 times with diethyl ether. The combined organic solutions are concentrated and the residue [5-(4-chlorophenyl)pentylmalonic acid] is heated to 160° for 3.5 hours. The residue consists of 51 g of 7-(4-chlorophenyl)heptanoic acid o... Reaction SMILES: C([O:3][C:4](=[O:21])[CH:5]([CH2:9][CH2:10][CH2:11][CH2:12][CH2:13][C:14]1[CH:19]=[CH:18][C:17]([Cl:20])=[CH:16][CH:15]=1)C(O)=O)C.[OH-].[K+].Cl>O.C(O)C>[Cl:20][C:17]1[CH:16]=[CH:15][C:14]([CH2:13][CH2:12][CH2:11][CH2:10][CH2:9][CH2:5][C:4]([OH:21])=[O:3])=[CH:19][CH:18]=1 |f:1.2|. Yields the product ClC1=CC=C(C=C1)CCCCCCC(=O)O (7-(4-Chlorophenyl)heptanoic acid).